The task is: describe an organic reaction: reactants, conditions, products, and yield. This data is from the Open Reaction Database (ORD), a public repository of structured organic reaction records. Reactants: BrC1=NSN=C1Cl (3-bromo-4-chloro-1,2,5-thiadiazole), C1(=CC=CC=C1)B(O)O (phenylboronic acid), aqueous solution, [F-].[K+] (KF). The reagents and catalysts are C=1C=CC(=CC1)[P](C=2C=CC=CC2)(C=3C=CC=CC3)[Pd]([P](C=4C=CC=CC4)(C=5C=CC=CC5)C=6C=CC=CC6)([P](C=7C=CC=CC7)(C=8C=CC=CC8)C=9C=CC=CC9)[P](C=1C=CC=CC1)(C=1C=CC=CC1)C=1C=CC=CC1 (tetrakis(triphenylphosphine)palladium(0)). Solvent: C1(=CC=CC=C1)C (toluene). Reaction conditions: time 26 hour. Product: ClC1=NSN=C1C1=CC=CC=C1 (3-chloro-4-phenyl-1,2,5-thiadiazole). The yield is 91.5%. As a reaction SMILES: Br[C:2]1[C:6]([Cl:7])=[N:5][S:4][N:3]=1.[C:8]1(B(O)O)[CH:13]=[CH:12][CH:11]=[CH:10][CH:9]=1.[F-].[K+]>C1(C)C=CC=CC=1.C1C=CC([P]([Pd]([P](C2C=CC=CC=2)(C2C=CC=CC=2)C2C=CC=CC=2)([P](C2C=CC=CC=2)(C2C=CC=CC=2)C2C=CC=CC=2)[P](C2C=CC=CC=2)(C2C=CC=CC=2)C2C=CC=CC=2)(C2C=CC=CC=2)C2C=CC=CC=2)=CC=1>[Cl:7][C:6]1[C:2]([C:8]2[CH:13]=[CH:12][CH:11]=[CH:10][CH:9]=2)=[N:3][S:4][N:5]=1 |f:2.3,^1:29,31,50,69|. Procedure details: To a mixture of 3-bromo-4-chloro-1,2,5-thiadiazole (0.2 g, 1 mmol), phenylboronic acid (0.135 g, 1.1 mol) in toluene (5 ml) is added a 1M aqueous solution of KF (3 cc, 3 mmol) and tetrakis(triphenylphosphine)palladium(0) (0.055 g, 0.05 mmol, 5%mol) and the biphasic mixture is refluxed with vigorous stirring for 26 hours. The organic layer is decanted off and the aqueous layer is extracted with toluene (2×10 ml). After drying over magnesium sulfate and concentration under vacuum, the oily materia... Starting materials: C(C)OC(=O)C=1C=C2CC(C(NC2=CC1)C1=CC(=CC=C1)N)(C)C (2-(3-amino-phenyl)-3,3-dimethyl-1,2,3,4-tetrahydro-quinoline-6-carboxylic acid ethyl ester), N1=CC=CC=C1 (pyridine), Cl.CN1CCN(CC1)C(=O)Cl (4-methyl-piperazine-1-carbonyl chloride hydrochloride). Solvent: ClCCl (dichloromethane). Run at temperature 25 celsius, time 5 hour. Yields the product C(C)OC(=O)C=1C=C2CC(C(NC2=CC1)C1=CC(=CC=C1)NC(=O)N1CCN(CC1)C)(C)C (3,3-dimethyl-2-{3-[(4-methyl-piperazine-1-carbonyl)-amino]-phenyl}-1,2,3,4-tetrahydro-quinoline-6-carboxylic acid ethyl ester). Isolated yield 99.9%. Reaction SMILES: [CH2:1]([O:3][C:4]([C:6]1[CH:7]=[C:8]2[C:13](=[CH:14][CH:15]=1)[NH:12][CH:11]([C:16]1[CH:21]=[CH:20][CH:19]=[C:18]([NH2:22])[CH:17]=1)[C:10]([CH3:24])([CH3:23])[CH2:9]2)=[O:5])[CH3:2].N1C=CC=CC=1.Cl.[CH3:32][N:33]1[CH2:38][CH2:37][N:36]([C:39](Cl)=[O:40])[CH2:35][CH2:34]1>ClCCl>[CH2:1]([O:3][C:4]([C:6]1[CH:7]=[C:8]2[C:13](=[CH:14][CH:15]=1)[NH:12][CH:11]([C:16]1[CH:21]=[CH:20][CH:19]=[C:18]([NH:22][C:39]([N:36]3[CH2:37][CH2:38][N:33]([CH3:32])[CH2:34][CH2:35]3)=[O:40])[CH:17]=1)[C:10]([CH3:23])([CH3:24])[CH2:9]2)=[O:5])[CH3:2] |f:2.3|. Procedure details: To a solution of 2-(3-amino-phenyl)-3,3-dimethyl-1,2,3,4-tetrahydro-quinoline-6-carboxylic acid ethyl ester (441 mg, 1.36 mmol) in dichloromethane (5 mL) and pyridine (1.1 mL, 13.6 mmol) was added 4-methyl-piperazine-1-carbonyl chloride hydrochloride (297 mg, 1.49 mmol) at 0° C. The reaction mixture was stirred at 25° C. for 5 h. Then the reaction mixture was extracted with dichloromethane (2×50 mL), washed with water, dried over anhydrous sodium sulfate and concentrated in vacuo to afford 3,3-d... The reactants are NC=1C=C(C=CC1)O (3-Aminophenol), C(C(C)C)(=O)Cl (isobutyryl chloride). The solvent is C(C)#N (acetonitrile). Reaction conditions: time 1 hour. Product: OC=1C=C(C=CC1)NC(C(C)C)=O (N-(3-hydroxyphenyl)-2-methylpropanamide). Yield: 47.8%. RXN SMILES: [NH2:1][C:2]1[CH:3]=[C:4]([OH:8])[CH:5]=[CH:6][CH:7]=1.[C:9](Cl)(=[O:13])[CH:10]([CH3:12])[CH3:11]>C(#N)C>[OH:8][C:4]1[CH:3]=[C:2]([NH:1][C:9](=[O:13])[CH:10]([CH3:12])[CH3:11])[CH:7]=[CH:6][CH:5]=1. Procedure: 3-Aminophenol (1.0 g) was dissolved in acetonitrile (10 ml), the solution was added with isobutyryl chloride (488 mg) under ice cooling, and the mixture was stirred for 1 hour. The reaction mixture was filtered, then the filtrate was concentrated under reduced pressure, and the resulting residue was crystallized from hexane-ethyl acetate to obtain the title compound (392 mg).